This data is from the Open Reaction Database (ORD), a public repository of structured organic reaction records. The task is: describe an organic reaction: reactants, conditions, products, and yield Procedure: In a manner similar to that described for the preparation of methyl 3-(nitroethyl)-indole-4-carboxylate D above, methyl indole-4-carboxylate (85 mg, 0.49 mmol) and nitrostyrene (80 mg, 0.54 mmol) were heated at 160° C. in a sealed tube for 12 h. The product was isolated by silica gel chromatography as a brown oil, 132 mg (83%). The intermediate nitro alkane was reduced/cyclized as described to give (rac)-3-phenyl-3,4,5,6-tetrahydro-1H-azepino[5,4,3-cd]indol-6-one as a white solid, 51.4 mg (48%, ... Reaction conditions: temperature 160 celsius. Reactants: [N+](=O)([O-])CCC1=CNC=2C=CC=C(C12)C(=O)OC (methyl 3-(nitroethyl)-indole-4-carboxylate), N1C=CC=2C(=CC=CC12)C(=O)OC (methyl indole-4-carboxylate), [N+](=O)([O-])C=CC1=CC=CC=C1 (nitrostyrene), nitro alkane. Product: C1(=CC=CC=C1)C1CNC(C=2C=3C1=CNC3C=CC2)=O ((rac)-3-Phenyl-3,4,5,6-tetrahydro-1H-azepino[5,4,3-cd]indol-6-one). Reaction SMILES: [N+:1]([CH2:4][CH2:5][C:6]1[C:14]2[C:13]([C:15]([O:17]C)=O)=[CH:12][CH:11]=[CH:10][C:9]=2[NH:8][CH:7]=1)([O-])=O.N1[C:27]2[CH:26]=[CH:25][CH:24]=[C:23](C(OC)=O)[C:22]=2C=C1.[N+](C=CC1C=CC=CC=1)([O-])=O>>[C:22]1([CH:5]2[C:6]3=[CH:7][NH:8][C:9]4[CH:10]=[CH:11][CH:12]=[C:13]([C:14]=43)[C:15](=[O:17])[NH:1][CH2:4]2)[CH:23]=[CH:24][CH:25]=[CH:26][CH:27]=1. Reactants: ClC1=CC=C(C=C1)N1C(C2=CC(=C(C=C2C1)O)O)=O (2-(4-Chloro-phenyl)-5,6-dihydroxy-2,3-dihydro-isoindol-1-one), ice water. The reagents and catalysts are S(O)(O)(=O)=O (sulfuric acid). Run in C(C)(=O)OC(C)=O (acetic anhydride). The product is C(C)(=O)OC1=C(C=C2C(N(CC2=C1)C1=CC=C(C=C1)Cl)=O)OC(C)=O (Acetic acid 6-acetoxy-2-(4-chloro-phenyl)-3-oxo-2,3-dihydro-1H-isoindol-5-yl ester). RXN SMILES: [Cl:1][C:2]1[CH:7]=[CH:6][C:5]([N:8]2[CH2:16][C:15]3[C:10](=[CH:11][C:12]([OH:18])=[C:13]([OH:17])[CH:14]=3)[C:9]2=[O:19])=[CH:4][CH:3]=1>S(=O)(=O)(O)O.C(OC(=O)C)(=O)C>[C:13]([O:17][C:13]1[CH:14]=[C:15]2[C:10]([C:9](=[O:19])[N:8]([C:5]3[CH:6]=[CH:7][C:2]([Cl:1])=[CH:3][CH:4]=3)[CH2:16]2)=[CH:11][C:12]=1[O:18][C:9](=[O:19])[CH3:10])(=[O:17])[CH3:12]. Reported procedure: 2-(4-Chloro-phenyl)-5,6-dihydroxy-2,3-dihydro-isoindol-1-one (0.79 g of raw material) and acetic anhydride (10 ml) was stirred in 80° C. with one drop of sulfuric acid as a catalyst for one hour. The mixture was poured into ice water, filtered and recrystallized from acetic acid. The solvent is C(C)#N (acetonitrile). RXN SMILES: [CH2:1]1[C:11]2=[C:12]3[C:7](=[CH:8][CH:9]=[CH:10]2)[C:6]([N:13]2[CH2:18][CH2:17][NH:16][C@H:15]([CH3:19])[CH2:14]2)=[CH:5][CH:4]=[C:3]3[CH2:2]1.CS(O[CH2:25][CH2:26][C@H:27]1[C:32]2[CH:33]=[CH:34][C:35]([C:37]([NH2:39])=[O:38])=[CH:36][C:31]=2[CH2:30][CH2:29][O:28]1)(=O)=O.C(=O)([O-])[O-].[K+].[K+].[I-].[K+]>C(#N)C>[CH2:1]1[C:11]2=[C:12]3[C:7](=[CH:8][CH:9]=[CH:10]2)[C:6]([N:13]2[CH2:18][CH2:17][N:16]([CH2:25][CH2:26][C@H:27]4[C:32]5[CH:33]=[CH:34][C:35]([C:37]([NH2:39])=[O:38])=[CH:36][C:31]=5[CH2:30][CH2:29][O:28]4)[C@H:15]([CH3:19])[CH2:14]2)=[CH:5][CH:4]=[C:3]3[CH2:2]1 |f:2.3.4,5.6|. The product is C1CC2=CC=C(C3=CC=CC1=C23)N2C[C@H](N(CC2)CC[C@@H]2OCCC3=C2C=CC(=C3)C(=O)N)C ((1S)-1-{2-[(2R)-4-(1,2-Dihydro-5-acenaphthylenyl)-2-methylpiperazinyl]ethyl}-3,4-dihydro-1H-2-benzopyran-6-carboxamide). Starting materials: C1CC2=CC=C(C3=CC=CC1=C23)N2C[C@H](NCC2)C ((3R)-1-(1,2-Dihydro-5-acenaphthylenyl)-3-methylpiperazine), CS(=O)(=O)OCC[C@@H]1OCCC2=C1C=CC(=C2)C(=O)N (2-[(1S)-6-(aminocarbonyl)-3,4-dihydro-1H-2-benzopyran-1-yl]ethyl methanesulfonate), C([O-])([O-])=O.[K+].[K+] (potassium carbonate), [I-].[K+] (potassium iodide). Reported procedure: (3R)-1-(1,2-Dihydro-5-acenaphthylenyl)-3-methylpiperazine (0.138 g, 0.55 mmol), 2-[(1S)-6-(aminocarbonyl)-3,4-dihydro-1H-2-benzopyran-1-yl]ethyl methanesulfonate (0.15 g, 0.50 mmol), potassium carbonate (0.138 g, 1.0 mmol), potassium iodide (0.083 g, 1.0 mmol) and acetonitrile (50 mL) were heated under reflux for 1 day with stirring under nitrogen. After cooling to room temperature, the inorganics were filtered off and the solvent evaporated in vacuo. The crude product was purified by preparativ... The reactants are CC1=NOC(=C1C1=CC=C2C=3N(C(COC31)(C3=NC=CC=C3)CNC(C)=O)C(N2)=O)C (N-{[7-(3,5-Dimethylisoxazol-4-yl)-2-oxo-4-pyridin-2-yl-1,2,4,5-tetrahydroimidazo[1,5,4-de][1,4]benzoxazin-4-yl]methyl}acetamide), Cl (hydrochloric acid). Run in O (water), O1CCCC1 (tetrahydrofuran). Run at temperature 100 celsius. Yields the product NCC1(COC2=C3N1C(NC3=CC=C2C=2C(=NOC2C)C)=O)C2=NC=CC=C2 (4-(aminomethyl)-7-(3,5-dimethylisoxazol-4-yl)-4-pyridin-2-yl-4,5-dihydroimidazo[1,5,4-de][1,4]benzoxazin-2(1H)-one), solid. The yield is 40.0%. As a reaction SMILES: [CH3:1][C:2]1[C:6]([C:7]2[C:16]3[O:15][CH2:14][C:13]([CH2:23][NH:24]C(=O)C)([C:17]4[CH:22]=[CH:21][CH:20]=[CH:19][N:18]=4)[N:12]4[C:28](=[O:30])[NH:29][C:10]([C:11]=34)=[CH:9][CH:8]=2)=[C:5]([CH3:31])[O:4][N:3]=1.Cl>O1CCCC1.O>[NH2:24][CH2:23][C:13]1([C:17]2[CH:22]=[CH:21][CH:20]=[CH:19][N:18]=2)[N:12]2[C:28](=[O:30])[NH:29][C:10]3=[CH:9][CH:8]=[C:7]([C:6]4[C:2]([CH3:1])=[N:3][O:4][C:5]=4[CH3:31])[C:16](=[C:11]23)[O:15][CH2:14]1. Reported procedure: N-{[7-(3,5-Dimethylisoxazol-4-yl)-2-oxo-4-pyridin-2-yl-1,2,4,5-tetrahydroimidazo[1,5,4-de][1,4]benzoxazin-4-yl]methyl}acetamide (10 mg, 0.02 mmol) was dissolved in tetrahydrofuran (1 mL) and concentrated hydrochloric acid (200 μL, 6 mmol) in water (800 μL). The reaction was heated to 100° C. for 4 h and was then purified without workup by prep HPLC on a C-18 column eluting a water:acetonitrile gradient buffered at pH 2 with TFA to give 4-(aminomethyl)-7-(3,5-dimethylisoxazol-4-yl)-4-pyridin-2-yl... The reactants are C(C)(C)(C)C1=CC=C(C=C1)S(=O)(=O)N1[C@H](CN(C[C@@H]1C)C(=O)OCC1=CC=CC=C1)C (benzyl (3S,5S)-4-[(4-tert-butylphenyl)sulfonyl]-3,5-dimethylpiperazine-1-carboxylate). The reagents and catalysts are [Pd] (palladium). Solvent: CO (MeOH). Product: C(C)(C)(C)C1=CC=C(C=C1)S(=O)(=O)N1[C@H](CNC[C@@H]1C)C ((2S,6S)-1-[(4-tert-butylphenyl)sulfonyl]-2,6-dimethylpiperazine). The yield is 53.9%. As a reaction SMILES: [C:1]([C:5]1[CH:10]=[CH:9][C:8]([S:11]([N:14]2[C@@H:19]([CH3:20])[CH2:18][N:17](C(OCC3C=CC=CC=3)=O)[CH2:16][C@@H:15]2[CH3:31])(=[O:13])=[O:12])=[CH:7][CH:6]=1)([CH3:4])([CH3:3])[CH3:2]>CO.[Pd]>[C:1]([C:5]1[CH:6]=[CH:7][C:8]([S:11]([N:14]2[C@@H:19]([CH3:20])[CH2:18][NH:17][CH2:16][C@@H:15]2[CH3:31])(=[O:13])=[O:12])=[CH:9][CH:10]=1)([CH3:4])([CH3:2])[CH3:3]. Procedure details: A solution of benzyl (3S,5S)-4-[(4-tert-butylphenyl)sulfonyl]-3,5-dimethylpiperazine-1-carboxylate (340 mg, 0.77 mmol) in anhydrous MeOH was hydrogenated at 1 atmosphere for 2 days using palladium, 10% wt. on activated carbon (144 mg) as catalyst. Reaction was complete as determined by TLC. The reaction mixture was then filtered through a celite bed. After solvent evaporation crude product was purified via flash column chromatography to afford (2S,6S)-1-[(4-tert-butylphenyl)sulfonyl]-2,6-dimethy...